From a dataset of the Open Reaction Database (ORD), a public repository of structured organic reaction records. describe an organic reaction: reactants, conditions, products, and yield Starting materials: CC(C)(C)C1=NC(=NC(=C1OCOCCOC)C(C)(C)C)C=NO (4,6-Bis(1,1-dimethylethyl)-5-[(2-methoxyethoxy)-methoxy] -2-pyrimidinecarboxaldehyde oxime), N1=CN=CC=C1 (pyrimidine), CN(C=O)C (Dimethylformamide), C(C(=O)Cl)(=O)Cl (Oxalyl chloride). Solvent: C(C)#N (acetonitrile), C(C)#N (acetonitrile). Conditions: temperature 0 celsius, time 10 minute. The product is CC(C)(C)C1=NC(=NC(=C1OCOCCOC)C(C)(C)C)C#N (4,6-bis(1,1-dimethylethyl)-5-[(2-methoxyethoxy)-methoxy]-2-pyrimidinecarbonitrile). The yield is 0.0%. Reaction SMILES: CN(C)C=O.C(Cl)(=O)C(Cl)=O.[CH3:12][C:13]([C:16]1[C:21]([O:22][CH2:23][O:24][CH2:25][CH2:26][O:27][CH3:28])=[C:20]([C:29]([CH3:32])([CH3:31])[CH3:30])[N:19]=[C:18]([CH:33]=[N:34]O)[N:17]=1)([CH3:15])[CH3:14].N1C=CC=NC=1>C(#N)C>[CH3:15][C:13]([C:16]1[C:21]([O:22][CH2:23][O:24][CH2:25][CH2:26][O:27][CH3:28])=[C:20]([C:29]([CH3:32])([CH3:31])[CH3:30])[N:19]=[C:18]([C:33]#[N:34])[N:17]=1)([CH3:12])[CH3:14]. Reported procedure: Dimethylformamide (0.05 g, 0.6 mmoles) is cooled to 0° C. in 10 mL of acetonitrile under argon. Oxalyl chloride (0.1 g, 0.9 mmoles) is added and the reaction mixture is stirred at 0° C. for 10 minutes. 4,6-Bis(1,1-dimethylethyl)-5-[(2-methoxyethoxy)-methoxy] -2-pyrimidinecarboxaldehyde oxime (0.2 g, 0.6 moles) is dissolved in 10 mL of acetonitrile and cooled to 0° C. The vilsmier reagent prepared above is added to the pyrimidine solution at 0° C. After 3 hours at 0° C., the reaction is quenched ... The reactants are CC[O-], COc1ccc(CC(=O)[O-])cc1[N+](=O)[O-], CCO, Cl, [Na+]. Yields the product COc1ccc(O)cc1[N+](=O)[O-]. Reaction SMILES: [CH3:17][CH2:18][O-:19].[CH3:1][O:2][c:3]1[c:4]([N+:13](=[O:14])[O-:15])[cH:5][c:6]([CH2:9][C:10]([O-:11])=[O:12])[cH:7][cH:8]1.[CH3:21][CH2:22][OH:23].[ClH:20].[Na+:16]>>[CH3:1][O:2][c:3]1[c:4]([N+:13](=[O:14])[O-:15])[cH:5][c:6]([OH:19])[cH:7][cH:8]1. Starting materials: C(C1=CC=CC=C1)Br (benzyl bromide), O (water), O(C1=CC=CC=C1)C1=CC=C(C=C1)C1=NN2C(NC=3C=NC=CC32)=C1C(=O)N (2-(4-phenoxyphenyl)-4H-pyrazolo[1′,5′:1,2]imidazo[4,5-c]pyridine-3-carbox-amide), [BH4-].[Na+] (NaBH4). Run in C1CCOC1 (THF), C(Cl)Cl (DCM). Run at temperature 65 celsius, time 8 hour. Product: C(C1=CC=CC=C1)N1CC2=C(CC1)N1C(N2)=C(C(=N1)C1=CC=C(C=C1)OC1=CC=CC=C1)C(=O)N (6-benzyl-2-(4-phenoxyphenyl)-5,6,7,8-tetrahydro-4H-pyrazolo[1′,5′:1,2]imidazo[4,5-c]pyridine-3-carboxamide). The yield is 25.3%. As a reaction SMILES: [O:1]([C:8]1[CH:13]=[CH:12][C:11]([C:14]2[C:25]([C:26]([NH2:28])=[O:27])=[C:17]3[NH:18][C:19]4[CH:20]=[N:21][CH:22]=[CH:23][C:24]=4[N:16]3[N:15]=2)=[CH:10][CH:9]=1)[C:2]1[CH:7]=[CH:6][CH:5]=[CH:4][CH:3]=1.[CH2:29](Br)[C:30]1[CH:35]=[CH:34][CH:33]=[CH:32][CH:31]=1.[BH4-].[Na+].O>C1COCC1.C(Cl)Cl>[CH2:29]([N:21]1[CH2:22][CH2:23][C:24]2[N:16]3[N:15]=[C:14]([C:11]4[CH:10]=[CH:9][C:8]([O:1][C:2]5[CH:7]=[CH:6][CH:5]=[CH:4][CH:3]=5)=[CH:13][CH:12]=4)[C:25]([C:26]([NH2:28])=[O:27])=[C:17]3[NH:18][C:19]=2[CH2:20]1)[C:30]1[CH:35]=[CH:34][CH:33]=[CH:32][CH:31]=1 |f:2.3|. Procedure: To a suspension of 2-(4-phenoxyphenyl)-4H-pyrazolo[1′,5′:1,2]imidazo[4,5-c]pyridine-3-carbox-amide (2.46 g, 0.0067 mol) in 150 mL of THF was added benzyl bromide (1.14 g, 0.0067 mol) dropwise, then the mixture was stirred at 65° C. overnight. After cooling down to RT, the mixture was concentrated, the residue was suspended in 150 mL of MeOH, NaBH4 (10 g, 0.26 mol) was added portionwise. The mixture was stirred at RT overnight. To the reaction was added 200 mL of water followed by 200 mL of DCM. ... The reactants are N(=[N+]=[N-])C(C(=O)OC)=CC1=CC=C(C=C1)C(O)P(=O)(OC(C)(C)C)OC(C)(C)C (Methyl α-azido-4-[bis(tert-butoxy)phosphorylhydroxymethyl]cinnamate), C(Cl)(Cl)Cl.CO (CHCl3 MeOH), [H][H] (hydrogen). Reagents/catalysts: [Pd] (Pd). Run in CO (MeOH). Product: C(C)(C)(C)OP(=O)(OC(C)(C)C)C(C1=CC=C(CC(N)C(=O)OC)C=C1)O (Methyl 4-[bis(tert-butoxy)phosphorylhydroxymethyl]-D,L-phenylalaninate). Isolated yield 92.0%. RXN SMILES: [N:1]([C:4](=[CH:9][C:10]1[CH:15]=[CH:14][C:13]([CH:16]([P:18]([O:25][C:26]([CH3:29])([CH3:28])[CH3:27])([O:20][C:21]([CH3:24])([CH3:23])[CH3:22])=[O:19])[OH:17])=[CH:12][CH:11]=1)[C:5]([O:7][CH3:8])=[O:6])=[N+]=[N-].[H][H].C(Cl)(Cl)Cl.CO>CO.[Pd]>[C:26]([O:25][P:18]([CH:16]([OH:17])[C:13]1[CH:14]=[CH:15][C:10]([CH2:9][CH:4]([C:5]([O:7][CH3:8])=[O:6])[NH2:1])=[CH:11][CH:12]=1)([O:20][C:21]([CH3:23])([CH3:22])[CH3:24])=[O:19])([CH3:27])([CH3:28])[CH3:29] |f:2.3|. Procedure details: A solution of 7 (1.25 g, 2.85 mmol) in MeOH (50 mL) was hydrogenated in a Parr apparatus over 10% Pd.C (200 mg) under 40 psi H2. The hydrogen was replenished after 10 minutes. The reaction was terminated after 3 hours, and catalyst removed by filtration. Evaporation of solvent yielded 8 as a clear, colorless syrup, 1.17 g (100% crude yield). Silica gel chromatography [CHCl3 :MeOH(25:1)] provided pure 8 (92%). Starting materials: NCCC1=C(NC2=CC=C(C=C12)C(C(=O)N(CC)CC)(C)C)C1=CC(=CC(=C1)C)C (2-[3-(2-aminoethyl)-2-(3,5-dimethylphenyl)-1H-indol-5-yl]-N,N-diethylisobutyramide), N1=CC=C(C=C1)CCCC=O (4-(pyridin-4-yl)butyraldehyde), S(=O)(=O)([O-])[O-].[Mg+2] (magnesium sulfate), [BH4-].[Na+] (sodium borohydride), CH2Cl2 MeOH-concd, [NH4+].[OH-] (NH4OH). The solvent is CO (methanol). Reaction conditions: temperature -10 celsius, time 1 hour. The product is CC=1C=C(C=C(C1)C)C=1NC2=CC=C(C=C2C1CCNCCCCC1=CC=NC=C1)C(C(=O)N(CC)CC)(C)C (2-[2-(3,5-dimethylphenyl)-3-[2-[4-(pyridin-4-yl)butylamino]ethyl]-1H-indol-5-yl]-N,N-diethylisobutyramide). As a reaction SMILES: [NH2:1][CH2:2][CH2:3][C:4]1[C:12]2[C:7](=[CH:8][CH:9]=[C:10]([C:13]([CH3:22])([CH3:21])[C:14]([N:16]([CH2:19][CH3:20])[CH2:17][CH3:18])=[O:15])[CH:11]=2)[NH:6][C:5]=1[C:23]1[CH:28]=[C:27]([CH3:29])[CH:26]=[C:25]([CH3:30])[CH:24]=1.[N:31]1[CH:36]=[CH:35][C:34]([CH2:37][CH2:38][CH2:39][CH:40]=O)=[CH:33][CH:32]=1.S([O-])([O-])(=O)=O.[Mg+2].[BH4-].[Na+].[NH4+].[OH-]>CO>[CH3:30][C:25]1[CH:24]=[C:23]([C:5]2[NH:6][C:7]3[C:12]([C:4]=2[CH2:3][CH2:2][NH:1][CH2:40][CH2:39][CH2:38][CH2:37][C:34]2[CH:35]=[CH:36][N:31]=[CH:32][CH:33]=2)=[CH:11][C:10]([C:13]([CH3:22])([CH3:21])[C:14]([N:16]([CH2:19][CH3:20])[CH2:17][CH3:18])=[O:15])=[CH:9][CH:8]=3)[CH:28]=[C:27]([CH3:29])[CH:26]=1 |f:2.3,4.5,6.7|. Reported procedure: A mixture of 93.3 mg (0.23 mmol) of 2-[3-(2-aminoethyl)-2-(3,5-dimethylphenyl)-1H-indol-5-yl]-N,N-diethylisobutyramide, 37.7 mg (0.253 mmol) of 4-(pyridin-4-yl)butyraldehyde, and 138 mg (1.15 mmol) of magnesium sulfate was purged with nitrogen and cooled in an ice-methanol bath at about -10° C. as 0.50 mL of CDCl3 was added gradually by syringe. The mixture was stirred under nitrogen at this temperature for 1 hour. The septum was removed just long enough to add 11.3 mg (0.30 mmol) of sodium boro... Reactants: N1=C(C=CC=C1)CCNC(=O)C=1C(=CC=CC1)C1=C(C=CC=C1)CN (2′-aminomethylbiphenyl-2-carboxylic acid 2-(2-pyridyl)-ethylamide), (S)-α-methylbenzyl N-succinimido-carbonate, N1=C(C=CC=C1)CCNC(=O)C=1C(=CC=CC1CNC(=O)OC(C1=CC=CC=C1)C)C1=CC=CC=C1 (α-methylbenzyloxycarbonylaminomethylbiphenyl-2-carboxylic acid 2-(2-pyridyl)ethylamide). Yields the product N1=C(C=CC=C1)CCNC(=O)C=1C(=CC=CC1)C1=C(C=CC=C1)CNC(=O)O[C@H](C1=CC=CC=C1)C ((S)-2′-(α-Methylbenzyloxycarbonylaminomethyl)biphenyl-2-carboxylic acid 2-(2-pyridyl)-ethylamide). Reaction SMILES: [N:1]1[CH:6]=[CH:5][CH:4]=[CH:3][C:2]=1[CH2:7][CH2:8][NH:9][C:10]([C:12]1[C:13]([C:18]2[CH:23]=[CH:22][CH:21]=[CH:20][C:19]=2[CH2:24][NH2:25])=[CH:14][CH:15]=[CH:16][CH:17]=1)=[O:11].N1C=CC=CC=1CCNC(C1C(C2C=CC=CC=2)=CC=CC=1CN[C:45]([O:47][CH:48]([CH3:55])[C:49]1[CH:54]=[CH:53][CH:52]=[CH:51][CH:50]=1)=[O:46])=O>>[N:1]1[CH:6]=[CH:5][CH:4]=[CH:3][C:2]=1[CH2:7][CH2:8][NH:9][C:10]([C:12]1[C:13]([C:18]2[CH:23]=[CH:22][CH:21]=[CH:20][C:19]=2[CH2:24][NH:25][C:45]([O:47][C@@H:48]([CH3:55])[C:49]2[CH:54]=[CH:53][CH:52]=[CH:51][CH:50]=2)=[O:46])=[CH:14][CH:15]=[CH:16][CH:17]=1)=[O:11]. Procedure: From 0.3 mmol of 2′-aminomethylbiphenyl-2-carboxylic acid 2-(2-pyridyl)-ethylamide (precursor 5d) and (S)-α-methylbenzyl N-succinimido-carbonate (precursor 4 h), according to the general working procedure 60 mg of (S)-2′-(α-methylbenzyloxycarbonylaminomethylbiphenyl-2-carboxylic acid 2-(2-pyridyl)ethylamide were obtained. MS (ES+): m/e=480 (M+l ).